From a dataset of the Open Reaction Database (ORD), a public repository of structured organic reaction records. describe an organic reaction: reactants, conditions, products, and yield Starting materials: BrC1=C(C(=O)O)C=C(C=C1)[N+](=O)[O-] (2-bromo-5-nitrobenzoic acid), C(C(=O)Cl)(=O)Cl (oxalyl chloride), CN(C)C=O (DMF). The reagents and catalysts are CN(C)C=O (DMF). The solvent is C(Cl)Cl (methylene chloride). Conditions: time 1.5 hour. The product is BrC1=C(C(=O)Cl)C=C(C=C1)[N+](=O)[O-] (2-Bromo-5-nitrobenzoyl chloride). Reaction SMILES: [Br:1][C:2]1[CH:10]=[CH:9][C:8]([N+:11]([O-:13])=[O:12])=[CH:7][C:3]=1[C:4](O)=[O:5].C(Cl)(=O)C([Cl:17])=O.CN(C=O)C>C(Cl)Cl.CN(C=O)C>[Br:1][C:2]1[CH:10]=[CH:9][C:8]([N+:11]([O-:13])=[O:12])=[CH:7][C:3]=1[C:4]([Cl:17])=[O:5]. Procedure: To a solution of 2-bromo-5-nitrobenzoic acid (1.00 g, 4.06 mmol) in methylene chloride (15 mL) is added oxalyl chloride (1.42 mL, 16.24 mmol) followed by 1 drop DMF. Addition of DMF results in vigorous gas evolution. After 1.5 h, the reaction mixture is concentrated under reduced pressure to give an oil which is used as is without purification. Reactants: BrC1=CN(C=C(C1C1CC1)F)C(=O)OC1=CC=CC=C1 (phenyl 3-bromo-4-cyclopropyl-5-fluoropyridine-1 (4H)-carboxylate), [S] (sulphur). Solvent: C1CCCC2CCCCC12 (DECALIN). Product: BrC=1C=NC=C(C1C1CC1)F (3-bromo-4-cyclopropyl-5-fluoropyridine). Reaction SMILES: [Br:1][C:2]1[CH:7]([CH:8]2[CH2:10][CH2:9]2)[C:6]([F:11])=[CH:5][N:4](C(OC2C=CC=CC=2)=O)[CH:3]=1.[S]>C1C2C(CCCC2)CCC1>[Br:1][C:2]1[CH:3]=[N:4][CH:5]=[C:6]([F:11])[C:7]=1[CH:8]1[CH2:9][CH2:10]1 |^3:20|. Reported procedure: A mixture of the crude phenyl 3-bromo-4-cyclopropyl-5-fluoropyridine-1 (4H)-carboxylate (1.14 g, 0.0034 mol) and sulphur (0.108 g, 0.0034 mol) were heated at reflux in DECALIN (10 mL) for a period of 3 h, then cooled to room temperature. Purification by silica gel chromatography, eluting first with hexanes, then with a 2-5% ethyl acetate-hexane gradient, gave the title compound. MS (M+1): 217.1. The reactants are BrC1=CC=C(C=N1)C(=O)N1CCC(CC1)C(C1=CC=C(C=C1)Cl)=O ((6-bromopyridin-3-yl)[4-(4-chlorobenzoyl)piperidin-1-yl]methanone), C(C)[C@H]1NC(OC1)=O ((R)-4-ethyloxazolidin-2-one). Yields the product ClC1=CC=C(C(=O)C2CCN(CC2)C(=O)C=2C=CC(=NC2)N2C(OC[C@H]2CC)=O)C=C1 ((R)-3-{5-[4-(4-chlorobenzoyl)piperidine-1-carbonyl]pyridin-2-yl}-4-ethyloxazolidin-2-one). The yield is 61.7%. RXN SMILES: Br[C:2]1[N:7]=[CH:6][C:5]([C:8]([N:10]2[CH2:15][CH2:14][CH:13]([C:16](=[O:24])[C:17]3[CH:22]=[CH:21][C:20]([Cl:23])=[CH:19][CH:18]=3)[CH2:12][CH2:11]2)=[O:9])=[CH:4][CH:3]=1.[CH2:25]([C@@H:27]1[CH2:31][O:30][C:29](=[O:32])[NH:28]1)[CH3:26]>>[Cl:23][C:20]1[CH:21]=[CH:22][C:17]([C:16]([CH:13]2[CH2:14][CH2:15][N:10]([C:8]([C:5]3[CH:4]=[CH:3][C:2]([N:28]4[C@H:27]([CH2:25][CH3:26])[CH2:31][O:30][C:29]4=[O:32])=[N:7][CH:6]=3)=[O:9])[CH2:11][CH2:12]2)=[O:24])=[CH:18][CH:19]=1. Procedure details: By reaction and treatment in the same manner as in Preparation Example 31 and using (6-bromopyridin-3-yl)[4-(4-chlorobenzoyl)piperidin-1-yl]methanone (2 g) described in Preparation Example 23 and (R)-4-ethyloxazolidin-2-one (300 mg) described in Preparation Example 26, the title compound (710 mg) was obtained.